From a dataset of the Open Reaction Database (ORD), a public repository of structured organic reaction records. describe an organic reaction: reactants, conditions, products, and yield Reactants: ClCCC1CC=CCC1 (1-Chloro-2-(cyclohex-3-enyl)ethane), CC(C)([O-])C.[K+] (potassium tert-butoxide), N1C=NC=C1 (imidazole). Solvent: C(CCC)O (butan-1-ol). The product is C1(CC=CCC1)CCN1C=NC=C1 (1-[2-(Cyclohex-3-enyl)ethyl]imidazole). Reaction SMILES: Cl[CH2:2][CH2:3][CH:4]1[CH2:9][CH2:8][CH:7]=[CH:6][CH2:5]1.CC(C)([O-])C.[K+].[NH:16]1[CH:20]=[CH:19][N:18]=[CH:17]1>C(O)CCC>[CH:4]1([CH2:3][CH2:2][N:16]2[CH:20]=[CH:19][N:18]=[CH:17]2)[CH2:9][CH2:8][CH:7]=[CH:6][CH2:5]1 |f:1.2|. Procedure: 1-Chloro-2-(cyclohex-3-enyl)ethane (38.0 g, 0.265 mol) was added dropwise to a stirred, boiling solution of potassium tert-butoxide (30.0 g, 0.27 mol) and imidazole (18.0 g, 0.265 mol) in dry butan-1-ol. Following the addition, the reaction mixture was stirred and heated under reflux for 4 h. Starting materials: C(C1=CC=CC=C1)OC1=C(C=C(C=C1)[C@H](CI)O[Si](CC)(CC)CC)NS(=O)(=O)C (N-{2-benzyloxy-5-(2-iodo-(1R)-1-[(triethylsilyl)oxy]-ethyl)-phenyl}-methanesulfonamide), [N-]=[N+]=[N-].[Na+] (sodium azide), C1(=CC=CC=C1)P(C1=CC=CC=C1)C1=CC=CC=C1 (triphenylphosphine). The solvent is C(C)OCC (diethyl ether), CN(P(=O)(N(C)C)N(C)C)C (hexamethylphosphoramide). Reaction conditions: temperature 60 celsius, time 8 hour. Product: C(C1=CC=CC=C1)OC1=C(C=C(C=C1)[C@H](CN)O)NS(=O)(=O)C (N-[2-Benzyloxy-5-(2-amino-(1R)-1-hydroxy-ethyl)-phenyl]-methanesulfonamide). As a reaction SMILES: [CH2:1]([O:8][C:9]1[CH:14]=[CH:13][C:12]([C@@H:15]([O:18][Si](CC)(CC)CC)[CH2:16]I)=[CH:11][C:10]=1[NH:26][S:27]([CH3:30])(=[O:29])=[O:28])[C:2]1[CH:7]=[CH:6][CH:5]=[CH:4][CH:3]=1.[N-:31]=[N+]=[N-].[Na+].C1(P(C2C=CC=CC=2)C2C=CC=CC=2)C=CC=CC=1>CN(C)P(N(C)C)(N(C)C)=O.C(OCC)C>[CH2:1]([O:8][C:9]1[CH:14]=[CH:13][C:12]([C@@H:15]([OH:18])[CH2:16][NH2:31])=[CH:11][C:10]=1[NH:26][S:27]([CH3:30])(=[O:29])=[O:28])[C:2]1[CH:7]=[CH:6][CH:5]=[CH:4][CH:3]=1 |f:1.2|. Procedure details: A mixture of N-{2-benzyloxy-5-(2-iodo-(1R)-1-[(triethylsilyl)oxy]-ethyl)-phenyl}-methanesulfonamide (EP 0 659 737) (4.48 g, 8 mmol) and sodium azide (0.65 g, 10 mmol) in 100 mL of hexamethylphosphoramide was stirred at 60° C. overnight. After cooling to room temperature the mixture was diluted with diethyl ether, washed with water, dried over Na2SO4 and concentrated under reduced pressure. The residue was dissolved in 200 mL of THF/H2O (10:1) and triphenylphosphine (2.62 g, 10 mmol) was added. A... Starting materials: ClCCl, O=[Mn]=O, N#Cc1ccc2[nH]c(CO)cc2c1. Product: N#Cc1ccc2[nH]c(C=O)cc2c1. RXN SMILES: [Cl:14][CH2:15][Cl:16].[O:17]=[Mn:18]=[O:19].[OH:1][CH2:2][c:3]1[nH:4][c:5]2[cH:6][cH:7][c:8]([C:12]#[N:13])[cH:9][c:10]2[cH:11]1>>[O:1]=[CH:2][c:3]1[nH:4][c:5]2[cH:6][cH:7][c:8]([C:12]#[N:13])[cH:9][c:10]2[cH:11]1.